This data is from the Open Reaction Database (ORD), a public repository of structured organic reaction records. The task is: describe an organic reaction: reactants, conditions, products, and yield Starting materials: CCn1cc(C(=O)O)c(=O)c2cc(F)c(F)c(F)c21, CCNCC1CCNC1, CC#N, C1CCC2=NCCCN2CC1. Product: CCNCC1CCN(c2c(F)cc3c(=O)c(C(=O)O)cn(CC)c3c2F)C1. Reaction SMILES: [CH2:1]([CH3:2])[n:3]1[cH:4][c:5]([C:17](=[O:18])[OH:19])[c:6](=[O:16])[c:7]2[cH:8][c:9]([F:15])[c:10]([F:14])[c:11]([F:13])[c:12]12.[CH2:20]([CH3:21])[NH:22][CH2:23][CH:24]1[CH2:25][NH:26][CH2:27][CH2:28]1.[CH3:40][C:41]#[N:42].[N:29]12[CH2:30][CH2:31][CH2:32][N:33]=[C:34]1[CH2:35][CH2:36][CH2:37][CH2:38][CH2:39]2>>[CH2:1]([CH3:2])[n:3]1[cH:4][c:5]([C:17](=[O:18])[OH:19])[c:6](=[O:16])[c:7]2[cH:8][c:9]([F:15])[c:10]([N:26]3[CH2:25][CH:24]([CH2:23][NH:22][CH2:20][CH3:21])[CH2:28][CH2:27]3)[c:11]([F:13])[c:12]12. Starting materials: BrC1=CNC2=CN=CC=C21 (3-Bromo-1H-pyrrolo[2,3-c]pyridine), O(C(=O)OC(C)(C)C)C(=O)OC(C)(C)C ((BOC)2O). Reagents/catalysts: CN(C)C=1C=CN=CC1 (DMAP). Solvent: O1CCOCC1 (dioxane). Product: C(C)(C)(C)OC(=O)N1C=C(C=2C1=CN=CC2)Br (3-Bromo-pyrrolo[2,3-c]pyridine-1-carboxylic acid tert-butyl ester). Isolated yield 74.8%. RXN SMILES: [Br:1][C:2]1[C:10]2[C:5](=[CH:6][N:7]=[CH:8][CH:9]=2)[NH:4][CH:3]=1.[O:11](C(OC(C)(C)C)=O)[C:12]([O:14][C:15]([CH3:18])([CH3:17])[CH3:16])=O>CN(C1C=CN=CC=1)C.O1CCOCC1>[C:15]([O:14][C:12]([N:4]1[C:5]2=[CH:6][N:7]=[CH:8][CH:9]=[C:10]2[C:2]([Br:1])=[CH:3]1)=[O:11])([CH3:18])([CH3:17])[CH3:16]. Reported procedure: A mixture of Example 695J (0.32 g, 1.62 mmol), (BOC)2O (0.43 g, 1.94 mmol) and DMAP (50 mg) in 10 mL of dioxane was stirred overnight at room temperature. The reaction mixture was partitioned between water and EtOAc. The aqueous layer was extracted with additional EtOAc. The combined organic layers were washed with water, brine, dried over MgSO4, filtered, and concentrated under reduced pressure. The residue was purified by flash column chromatography on silica gel eluting with 7:3 hexanes/ethyl...